This data is from the Open Reaction Database (ORD), a public repository of structured organic reaction records. The task is: describe an organic reaction: reactants, conditions, products, and yield Reactants: N1(C=NCC1)C1=CC=C(C=C1)CC(=O)O (4-(2-imidazolinyl)-phenylacetic acid), S(=O)(Cl)Cl (thionyl chloride). Solvent: C1=CC=CC=C1 (benzene). Product: Cl.N1(C=NCC1)C1=CC=C(C=C1)CC(=O)Cl (4-(2-imidazolinyl)-phenyl-acetyl chloride-hydrochloride). Reaction SMILES: [N:1]1([C:6]2[CH:11]=[CH:10][C:9]([CH2:12][C:13]([OH:15])=O)=[CH:8][CH:7]=2)[CH2:5][CH2:4][N:3]=[CH:2]1.S(Cl)([Cl:18])=O>C1C=CC=CC=1>[ClH:18].[N:1]1([C:6]2[CH:11]=[CH:10][C:9]([CH2:12][C:13]([Cl:18])=[O:15])=[CH:8][CH:7]=2)[CH2:5][CH2:4][N:3]=[CH:2]1 |f:3.4|. Procedure: 10 g of 4-(2-imidazolinyl)-phenylacetic acid (melting point 196° to 197° C) were stirred with 150 ml of anhydrous benzene and 90 ml of thionyl chloride for 5 hours at 50° to 60° C. After cooling, the crystalline product was filtered off with suction, washed with anhydrous benzene and dried under reduced pressure. 11 g of 4-(2-imidazolinyl)-phenyl-acetyl chloride-hydrochloride were obtained. The reactants are S(O)(O)(=O)=O (sulfuric acid), CC1=NC(=C(C(=N1)Cl)F)Cl (2-methyl-4,6-dichloro-5-fluoropyrimidine), [Cl-].[Na+] (sodium chloride). Solvent: O (water). Conditions: time 3 hour. Product: CC1=NC(=C(C(=N1)O)F)Cl (2-Methyl-4-hydroxy-5-fluoro-6-chloropyrimidine). Isolated yield 86.0%. Reaction SMILES: S(=O)(=O)(O)[OH:2].[CH3:6][C:7]1[N:12]=[C:11](Cl)[C:10]([F:14])=[C:9]([Cl:15])[N:8]=1.[Cl-].[Na+]>O>[CH3:6][C:7]1[N:12]=[C:11]([OH:2])[C:10]([F:14])=[C:9]([Cl:15])[N:8]=1 |f:2.3|. Reported procedure: To a mixture of water (3 mL) and concentrated sulfuric acid (7 mL) was added 1.81 g (10 mmol) of 2-methyl-4,6-dichloro-5-fluoropyrimidine. The reaction mixture was stirred for 3 hours and then poured onto ice. The mixture was saturated with sodium chloride and extracted with ethyl acetate. The organic extracts were combined, dried (MgSO4), filtered, and concentrated in vacuo to give crude product (1.4 g, 86%), m.p. 214°-216° C. This product was used in subsequent reactions without further purifi... As a reaction SMILES: [CH3:35][CH2:36][OH:37].[CH3:4][C:5](=[CH:6][CH2:7][N:8]1[C:9](=[O:10])[c:11]2[cH:12][cH:13][cH:14][cH:15][c:16]2[C:17]1=[O:18])[CH2:19][CH2:20][CH:21]=[C:22]([CH2:23][CH2:24][CH:25]=[C:26]([CH2:27][CH2:28][CH:29]=[C:30]([CH3:31])[CH3:32])[CH3:33])[CH3:34].[NH2:2][NH2:3].[OH2:1]>>[CH3:4][C:5](=[CH:6][CH2:7][NH2:8])[CH2:19][CH2:20][CH:21]=[C:22]([CH2:23][CH2:24][CH:25]=[C:26]([CH2:27][CH2:28][CH:29]=[C:30]([CH3:31])[CH3:32])[CH3:33])[CH3:34]. Yields the product CC(C)=CCCC(C)=CCCC(C)=CCCC(C)=CCN. Reactants: CCO, CC(C)=CCCC(C)=CCCC(C)=CCCC(C)=CCN1C(=O)c2ccccc2C1=O, NN, O. Starting materials: CC(C)(C)CCO, C1CCC(CC2CO2)CC1, [H-], [Na+], CN(C)C=O. The product is CC(C)(C)CCOCC(O)CC1CCCCC1. As a reaction SMILES: [CH3:11][C:12]([CH2:13][CH2:14][OH:15])([CH3:16])[CH3:17].[CH:1]1([CH2:7][CH:8]2[O:9][CH2:10]2)[CH2:2][CH2:3][CH2:4][CH2:5][CH2:6]1.[H-:24].[Na+:23].[O:18]=[CH:19][N:20]([CH3:21])[CH3:22]>>[CH:1]1([CH2:7][CH:8]([OH:9])[CH2:10][O:15][CH2:14][CH2:13][C:12]([CH3:11])([CH3:16])[CH3:17])[CH2:2][CH2:3][CH2:4][CH2:5][CH2:6]1.